This data is from the Open Reaction Database (ORD), a public repository of structured organic reaction records. The task is: describe an organic reaction: reactants, conditions, products, and yield Reactants: O=C([O-])[O-], CC(C)(C)c1ccn(CCl)n1, CN(C)C=O, Cl, N#CC(C#N)CCC(F)(F)F, [K+], [K+], O. Product: CC(C)(C)c1ccn(CC(C#N)(C#N)CCC(F)(F)F)n1. Reaction SMILES: [C:24](=[O:25])([O-:26])[O-:27].[C:2]([CH3:3])([CH3:4])([CH3:5])[c:6]1[n:7][n:8]([CH2:11][Cl:12])[cH:9][cH:10]1.[CH3:31][N:32]([CH3:33])[CH:34]=[O:35].[ClH:1].[F:13][C:14]([CH2:15][CH2:16][CH:17]([C:18]#[N:19])[C:20]#[N:21])([F:22])[F:23].[K+:28].[K+:29].[OH2:30]>>[C:2]([CH3:3])([CH3:4])([CH3:5])[c:6]1[n:7][n:8]([CH2:11][C:17]([CH2:16][CH2:15][C:14]([F:13])([F:22])[F:23])([C:18]#[N:19])[C:20]#[N:21])[cH:9][cH:10]1.